From a dataset of the Open Reaction Database (ORD), a public repository of structured organic reaction records. describe an organic reaction: reactants, conditions, products, and yield Starting materials: NC1=C(C(=CC=C1)N)NCCC(=O)OCC (ethyl N-(2,6-diaminophenyl)-beta-alaninate), Cl.ClC1=C(C=CC(=C1)Cl)C(C(OC)=N)O (methyl 2-(2,4-dichlorophenyl)-2-hydroxyethanimidoate hydrochloride), O (water). Solvent: C(C)O (ethanol). Run at time 12 hour. Yields the product NC1=CC=CC2=C1N(C(=N2)C(O)C2=C(C=C(C=C2)Cl)Cl)CCC(=O)OC (Methyl 3-{7-amino-2-[(2,4-dichlorophenyl)(hydroxy)methyl]-1H-benzimidazol-1-yl}propanoate). The yield is 90.2%. Reaction SMILES: [NH2:1][C:2]1[CH:7]=[CH:6][CH:5]=[C:4]([NH2:8])[C:3]=1[NH:9][CH2:10][CH2:11][C:12]([O:14][CH2:15]C)=[O:13].Cl.[Cl:18][C:19]1[CH:24]=[C:23]([Cl:25])[CH:22]=[CH:21][C:20]=1[CH:26]([OH:31])[C:27](=N)OC.O>C(O)C>[NH2:8][C:4]1[C:3]2[N:9]([CH2:10][CH2:11][C:12]([O:14][CH3:15])=[O:13])[C:27]([CH:26]([C:20]3[CH:21]=[CH:22][C:23]([Cl:25])=[CH:24][C:19]=3[Cl:18])[OH:31])=[N:1][C:2]=2[CH:7]=[CH:6][CH:5]=1 |f:1.2|. Procedure: To a stirred solution of ethyl N-(2,6-diaminophenyl)-beta-alaninate (4.11 g, 18.4 mmol) in ethanol (36.8 mL) was added methyl 2-(2,4-dichlorophenyl)-2-hydroxyethanimidoate hydrochloride (5.59 g, 20.7 mmol) at room temperature. After 12 h, the reaction mixture was poured into water (120 mL). The resulting solid was collected by filtration and washed with ethyl acetate to afford the desired product as colorless solid (6.77 g, 16.6 mmol, 90%). Reagents/catalysts: [Cu]I (copper (I) iodide). Product: FC(C1=CC2=C(SC=C2C(=O)OCC)C=C1OC)(F)F (Ethyl 5-trifluoromethyl-6-methoxybenzo[b]thiophene-3-carboxylate). Reaction SMILES: Br[C:2]1[C:15]([O:16][CH3:17])=[CH:14][C:5]2[S:6][CH:7]=[C:8]([C:9]([O:11][CH2:12][CH3:13])=[O:10])[C:4]=2[CH:3]=1.[F:18][C:19]([F:24])([F:23])C([O-])=O.[K+]>CN(C)C=O.C1(C)C=CC=CC=1.[Cu]I>[F:18][C:19]([F:24])([F:23])[C:2]1[C:15]([O:16][CH3:17])=[CH:14][C:5]2[S:6][CH:7]=[C:8]([C:9]([O:11][CH2:12][CH3:13])=[O:10])[C:4]=2[CH:3]=1 |f:1.2|. The yield is 54.8%. Solvent: CN(C=O)C (dimethylformamide), C1(=CC=CC=C1)C (toluene). Procedure details: Ethyl-5-bromo-6-methoxybenzo[b]thiophene-3-carboxylate (D4) (0.81 g, 3 mmoles) in dry dimethylformamide (20 ml) and toluene (10 ml) was treated with potassium trifluoroacetate (0.78 g, 6 mmoles) and copper (I) iodide (0.98 g, 6 mmoles). The mixture was heated under reflux for 1 hr using a Dean-Stark trap to collect the toluene. The mixture was cooled and poured into water (150 ml) and extracted with diethyl ether. The resulting emulsion was filtered through kieselguhr. The combined organic extra... The reactants are BrC1=CC2=C(SC=C2C(=O)OCC)C=C1OC (Ethyl 5-bromo-6-methoxybenzo[b]thiophene-3-carboxylate), FC(C(=O)[O-])(F)F.[K+] (potassium trifluoroacetate).